Dataset: the Open Reaction Database (ORD), a public repository of structured organic reaction records. Task: describe an organic reaction: reactants, conditions, products, and yield Procedure details: A mixture of 3-(8-(6-(2-methylpyrrolidin-1-yl)pyridin-2-ylamino)imidazo[1,2-b]pyridazin-6-yl)benzoic acid (50 mg, 0.121 mmol), 2-aminopropan-1-ol (10 mg, 0.133 mmol), 1-methyl-1H-imidazole (40 mg, 0.484 mmol) and EDCI (92 mg, 0.484 mmol) in dichloromethane (10 mL) and DMF (0.2 mL) was stirred at room temperature for 20 h then extracted with ethyl acetate (50 mL) and washed with water (2×2 mL), then brine (2×2 mL). After drying and concentration, the residue was purified by chromatography (silica... Reaction SMILES: [CH3:1][CH:2]1[CH2:6][CH2:5][CH2:4][N:3]1[C:7]1[N:12]=[C:11]([NH:13][C:14]2[C:15]3[N:16]([CH:29]=[CH:30][N:31]=3)[N:17]=[C:18]([C:20]3[CH:21]=[C:22]([CH:26]=[CH:27][CH:28]=3)[C:23]([OH:25])=O)[CH:19]=2)[CH:10]=[CH:9][CH:8]=1.[NH2:32][CH:33]([CH3:36])[CH2:34][OH:35].CN1C=CN=C1.CCN=C=NCCCN(C)C>ClCCl.CN(C=O)C>[OH:35][CH2:34][CH:33]([NH:32][C:23](=[O:25])[C:22]1[CH:26]=[CH:27][CH:28]=[C:20]([C:18]2[CH:19]=[C:14]([NH:13][C:11]3[CH:10]=[CH:9][CH:8]=[C:7]([N:3]4[CH2:4][CH2:5][CH2:6][CH:2]4[CH3:1])[N:12]=3)[C:15]3[N:16]([CH:29]=[CH:30][N:31]=3)[N:17]=2)[CH:21]=1)[CH3:36]. The product is OCC(C)NC(C1=CC(=CC=C1)C=1C=C(C=2N(N1)C=CN2)NC2=NC(=CC=C2)N2C(CCC2)C)=O (N-(1-hydroxypropan-2-yl)-3-(8-(6-(2-methylpyrrolidin-1-yl)pyridin-2-ylamino)imidazo[1,2-b]pyridazin-6-yl)benzamide). Isolated yield 15.2%. Solvent: ClCCl (dichloromethane), CN(C)C=O (DMF). Run at time 20 hour. The reactants are CC1N(CCC1)C1=CC=CC(=N1)NC=1C=2N(N=C(C1)C=1C=C(C(=O)O)C=CC1)C=CN2 (3-(8-(6-(2-methylpyrrolidin-1-yl)pyridin-2-ylamino)imidazo[1,2-b]pyridazin-6-yl)benzoic acid), NC(CO)C (2-aminopropan-1-ol), CN1C=NC=C1 (1-methyl-1H-imidazole), CCN=C=NCCCN(C)C (EDCI). Starting materials: O=c1c(Br)c(O)cnn1-c1cc(F)cc(F)c1, CCOCC, CCO, [H][H], [Na+], [OH-]. RXN SMILES: [Br:1][c:2]1[c:3](=[O:17])[n:4](-[c:9]2[cH:10][c:11]([F:16])[cH:12][c:13]([F:15])[cH:14]2)[n:5][cH:6][c:7]1[OH:8].[CH3:22][CH2:23][O:24][CH2:25][CH3:26].[CH3:27][CH2:28][OH:29].[H:20][H:21].[Na+:19].[OH-:18]>>[cH:2]1[c:3](=[O:17])[n:4](-[c:9]2[cH:10][c:11]([F:16])[cH:12][c:13]([F:15])[cH:14]2)[n:5][cH:6][c:7]1[OH:8]. Product: O=c1cc(O)cnn1-c1cc(F)cc(F)c1. The reactants are CN(C)C=O, ClCc1ccc(OCc2ccc3ccccc3n2)nc1, [H-], [Na+], O, CCOC(=O)CCc1c[nH]nc1-c1ccccc1. Yields the product CCOC(=O)CCc1cn(Cc2ccc(OCc3ccc4ccccc4n3)nc2)nc1-c1ccccc1. Reaction SMILES: [CH3:42][N:43]([CH3:44])[CH:45]=[O:46].[Cl:3][CH2:4][c:5]1[cH:6][cH:7][c:8]([O:11][CH2:12][c:13]2[n:14][c:15]3[cH:16][cH:17][cH:18][cH:19][c:20]3[cH:21][cH:22]2)[n:9][cH:10]1.[H-:1].[Na+:2].[OH2:41].[c:23]1(-[c:29]2[n:30][nH:31][cH:32][c:33]2[CH2:34][CH2:35][C:36](=[O:37])[O:38][CH2:39][CH3:40])[cH:24][cH:25][cH:26][cH:27][cH:28]1>>[CH2:4]([c:5]1[cH:6][cH:7][c:8]([O:11][CH2:12][c:13]2[n:14][c:15]3[cH:16][cH:17][cH:18][cH:19][c:20]3[cH:21][cH:22]2)[n:9][cH:10]1)[n:31]1[n:30][c:29](-[c:23]2[cH:24][cH:25][cH:26][cH:27][cH:28]2)[c:33]([CH2:34][CH2:35][C:36](=[O:37])[O:38][CH2:39][CH3:40])[cH:32]1. Starting materials: C(=O)([O-])[O-].[Na+].[Na+] (Na2CO3), C(C)(C)(C)OC(NC(C(F)F)(CO)C1=C(C=CC(=C1)Br)F)=O ([1-(5-Bromo-2-fluoro-phenyl)-2,2-difluoro-1-hydroxymethyl-ethyl]-carbamic acid tert-butyl ester), ClC(C(=O)Cl)C (Racemic 2-chloro-propionyl chloride). Run in Cl (HCl), O1CCOCC1 (dioxane), ClCCl (dichloromethane). Reaction conditions: time 60 minute. Product: BrC=1C=CC(=C(C1)C(C(F)F)(CO)NC(C(C)Cl)=O)F (N-[1-(5-Bromo-2-fluoro-phenyl)-2,2-difluoro-1-hydroxymethyl-ethyl]-2-chloro-propionamide). RXN SMILES: C(O[C:6](=[O:22])[NH:7][C:8]([C:14]1[CH:19]=[C:18]([Br:20])[CH:17]=[CH:16][C:15]=1[F:21])([CH2:12][OH:13])[CH:9]([F:11])[F:10])(C)(C)C.C([O-])([O-])=O.[Na+].[Na+].[Cl:29][CH:30](C)[C:31](Cl)=O>Cl.O1CCOCC1.ClCCl>[Br:20][C:18]1[CH:17]=[CH:16][C:15]([F:21])=[C:14]([C:8]([NH:7][C:6](=[O:22])[CH:30]([Cl:29])[CH3:31])([CH2:12][OH:13])[CH:9]([F:10])[F:11])[CH:19]=1 |f:1.2.3|. Procedure: [1-(5-Bromo-2-fluoro-phenyl)-2,2-difluoro-1-hydroxymethyl-ethyl]-carbamic acid tert-butyl ester [Example 42 step c)] (2.21 g, 5.75 mmol) was dissolved in 20 mL HCl solution 4 mol/L in dioxane and stirred at room temperature for 60 minutes. The reaction mixture was evaporated to give a white solid which was directly taken up in 15 mL dichloromethane. 20 mL aqueous Na2CO3 solution (10% w/w) was added and the emulsion was cooled to 0-5° C. Racemic 2-chloro-propionyl chloride (787 mg, 6.20 mmol) was... Starting materials: CN(C)C=O, CI, CCCC(CCC)OC(=O)Nc1ccc(Oc2ncnc3cc(OC)c(OC)cc23)cc1Cl, [H-], [Na+], O. Yields the product CCCC(CCC)OC(=O)N(C)c1ccc(Oc2ncnc3cc(OC)c(OC)cc23)cc1Cl. RXN SMILES: [CH3:1][N:2]([CH3:3])[CH:4]=[O:5].[CH3:41][I:42].[Cl:8][c:9]1[c:10]([NH:30][C:31]([O:32][CH:33]([CH2:34][CH2:35][CH3:36])[CH2:37][CH2:38][CH3:39])=[O:40])[cH:11][cH:12][c:13]([O:15][c:16]2[n:17][cH:18][n:19][c:20]3[cH:21][c:22]([O:28][CH3:29])[c:23]([O:26][CH3:27])[cH:24][c:25]23)[cH:14]1.[H-:6].[Na+:7].[OH2:43]>>[CH3:1][N:30]([c:10]1[c:9]([Cl:8])[cH:14][c:13]([O:15][c:16]2[n:17][cH:18][n:19][c:20]3[cH:21][c:22]([O:28][CH3:29])[c:23]([O:26][CH3:27])[cH:24][c:25]23)[cH:12][cH:11]1)[C:31]([O:32][CH:33]([CH2:34][CH2:35][CH3:36])[CH2:37][CH2:38][CH3:39])=[O:40]. The reactants are C (charcoal), dirhenium heptoxide Re2O7, O1CC=CC1 (2,5-dihydrofuran), O (water). Reagents/catalysts: [Re] (rhenium), [Re] (rhenium). Yields the product C1(CCCO1)=O (γ-butyrolactone), O1CCC=C1 (2,3-dihydrofuran), O1C=CC=C1 (furan). RXN SMILES: [O:1]1[CH2:5][CH:4]=[CH:3][CH2:2]1.C.[OH2:7]>[Re]>[C:5]1(=[O:7])[O:1][CH2:2][CH2:3][CH2:4]1.[O:1]1[CH:2]=[CH:3][CH2:4][CH2:5]1.[O:1]1[CH:5]=[CH:4][CH:3]=[CH:2]1. Procedure: In a manner similar to that described in Example 1, 10 mL/h of 2,5-dihydrofuran and 9 mL/h of water were passed over 73 g of a rhenium-on-activated charcoal catalyst (rhenium content: 6 wt %, calculated as Re; prepared by impregnation of 4 mm activated charcoal extrudates with an aqueous dirhenium heptoxide Re2O7 solution; drying at 120° C.; reduction in a manner similar to that described in Example 1). At a conversion of 99%, γ-butyrolactone was formed with a selectivity of 91% (2,3-dihydrofura... Reactants: C1=C(C=CC=2C3=CC=CC=C3C3(C12)C1=CC=CC=C1C=1C=CC(=CC13)CO)CO (9,9'-spirobifluorene-2,2'-dimethanol). Reagents/catalysts: [O-2].[Cr+6].[O-2].[O-2] (chromium(VI) oxide). The solvent is C1(=CC=CC=C1)C (toluene). Product: C1=C(C=CC=2C3=CC=CC=C3C3(C12)C1=CC=CC=C1C=1C=CC(=CC13)C=O)C=O (9,9'-spirobifluorene-2,2'-dicarbaldehyde), 2'-hydroxymethyl1-9,9'-spirobifluorene-2-carbaldehyde. Yield: 40.4%. Reaction SMILES: [CH:1]1[C:13]2[C:12]3([C:25]4[CH:24]=[C:23]([CH2:26][OH:27])[CH:22]=[CH:21][C:20]=4[C:19]4[C:14]3=[CH:15][CH:16]=[CH:17][CH:18]=4)[C:11]3[C:6](=[CH:7][CH:8]=[CH:9][CH:10]=3)[C:5]=2[CH:4]=[CH:3][C:2]=1[CH2:28][OH:29]>C1(C)C=CC=CC=1.[O-2].[Cr+6].[O-2].[O-2]>[CH:24]1[C:25]2[C:12]3([C:13]4[CH:1]=[C:2]([CH:28]=[O:29])[CH:3]=[CH:4][C:5]=4[C:6]4[C:11]3=[CH:10][CH:9]=[CH:8][CH:7]=4)[C:14]3[C:19](=[CH:18][CH:17]=[CH:16][CH:15]=3)[C:20]=2[CH:21]=[CH:22][C:23]=1[CH:26]=[O:27] |f:2.3.4.5|. Procedure details: A solution of 380 mg of 9,9'-spirobifluorene-2,2'-dimethanol in 15 ml of toluene is admixed with 5 g of chromium(VI) oxide on graphite (Seloxcette, Alpha Inorganics) and the mixture is refluxed for 48 hours under nitrogen. It is then filtered with suction through a glass filter and the filtrate is evaporated. Chromatography over silica gel using chloroform and crystallization from methylene chloride/ether gives 152 mg of 9,9'-spirobifluorene-2,2'-dicarbaldehyde (m.p. >300° C.) and 204 mg of 2'-h... Product: CCCCc1nc(C)n(Cc2cnccn2)c(=O)c1Cc1ccc(-c2ccccc2C#N)cc1. The reactants are CCCCc1nc(C)[nH]c(=O)c1Cc1ccc(-c2ccccc2C#N)cc1, CCCCP(CCCC)CCCC, CCOC(C)=O, O=C(N=NC(=O)N1CCCCC1)N1CCCCC1, C1CCOC1, OCc1cnccn1. Reaction SMILES: [CH2:1]([CH2:2][CH2:3][CH3:4])[c:5]1[n:6][c:7]([CH3:27])[nH:8][c:9](=[O:26])[c:10]1[CH2:11][c:12]1[cH:13][cH:14][c:15](-[c:18]2[c:19]([C:24]#[N:25])[cH:20][cH:21][cH:22][cH:23]2)[cH:16][cH:17]1.[CH2:46]([P:47]([CH2:48][CH2:49][CH2:50][CH3:51])[CH2:52][CH2:53][CH2:54][CH3:55])[CH2:56][CH2:57][CH3:58].[CH3:67][CH2:68][O:69][C:70](=[O:71])[CH3:72].[N:28]([C:29]([N:30]1[CH2:31][CH2:32][CH2:33][CH2:34][CH2:35]1)=[O:36])=[N:37][C:38]([N:39]1[CH2:40][CH2:41][CH2:42][CH2:43][CH2:44]1)=[O:45].[O:73]1[CH2:74][CH2:75][CH2:76][CH2:77]1.[n:59]1[c:60]([CH2:65][OH:66])[cH:61][n:62][cH:63][cH:64]1>>[CH2:1]([CH2:2][CH2:3][CH3:4])[c:5]1[n:6][c:7]([CH3:27])[n:8]([CH2:65][c:60]2[n:59][cH:64][cH:63][n:62][cH:61]2)[c:9](=[O:26])[c:10]1[CH2:11][c:12]1[cH:13][cH:14][c:15](-[c:18]2[c:19]([C:24]#[N:25])[cH:20][cH:21][cH:22][cH:23]2)[cH:16][cH:17]1.